Task: describe an organic reaction: reactants, conditions, products, and yield. Dataset: the Open Reaction Database (ORD), a public repository of structured organic reaction records Starting materials: OC1=CC(N(C=C1)CCC1=CC=C(C=C1)CO)=O (4-Hydroxy-1-[2-(4-hydroxymethyl-phenyl)-ethyl]-1H-pyridin-2-one), S1C(=CC=C1)COS(=O)(=O)C (methanesulfonic acid thiophen-2-ylmethyl ester), C([O-])([O-])=O.[K+].[K+] (potassium carbonate). The solvent is CCOC(=O)C (EtOAc), CN(C)C=O (DMF). Run at time 8 hour. Yields the product OCC1=CC=C(C=C1)CCN1C(C=C(C=C1)OCC=1SC=CC1)=O (1-[2-(4-Hydroxymethyl-phenyl)-ethyl]-4-(thiophen-2-ylmethoxy)-1H-pyridin-2-one). As a reaction SMILES: [OH:1][C:2]1[CH:7]=[CH:6][N:5]([CH2:8][CH2:9][C:10]2[CH:15]=[CH:14][C:13]([CH2:16][OH:17])=[CH:12][CH:11]=2)[C:4](=[O:18])[CH:3]=1.[S:19]1[CH:23]=[CH:22][CH:21]=[C:20]1[CH2:24]OS(C)(=O)=O.C(=O)([O-])[O-].[K+].[K+]>CN(C=O)C.CCOC(C)=O>[OH:17][CH2:16][C:13]1[CH:14]=[CH:15][C:10]([CH2:9][CH2:8][N:5]2[CH:6]=[CH:7][C:2]([O:1][CH2:24][C:20]3[S:19][CH:23]=[CH:22][CH:21]=3)=[CH:3][C:4]2=[O:18])=[CH:11][CH:12]=1 |f:2.3.4|. Reported procedure: To 400 mg (1.63 mmol) 4-hydroxy-1-[2-(4-hydroxymethyl-phenyl)-ethyl]-1H-pyridin-2-one (preparation 2b) and 385 mg (2.00 mmol) methanesulfonic acid thiophen-2-ylmethyl ester in 20 mL DMF is added 451 mg (3.26 mmol) potassium carbonate at RT. The reaction mixture is stirred overnight at RT and is diluted with 60 mL of EtOAc. The organic phase is washed three times with water, dried over MgSO4, filtered and the solvent is evaporated. The residue is purified via reverse HPLC chromatography (Waters s... The reactants are CCCCP(CCCC)CCCC, Cc1ccc(O)cc1, Cc1nccn1-c1nc(-c2ccc(Cl)cc2)c(CCCO)o1, O=C(N=NC(=O)N1CCCCC1)N1CCCCC1, C1CCOC1. Yields the product Cc1ccc(OCCCc2oc(-n3ccnc3C)nc2-c2ccc(Cl)cc2)cc1. As a reaction SMILES: [CH2:31]([P:32]([CH2:33][CH2:34][CH2:35][CH3:36])[CH2:37][CH2:38][CH2:39][CH3:40])[CH2:41][CH2:42][CH3:43].[CH3:23][c:24]1[cH:25][cH:26][c:27]([OH:28])[cH:29][cH:30]1.[Cl:1][c:2]1[cH:3][cH:4][c:5](-[c:8]2[n:9][c:10](-[n:17]3[c:18]([CH3:22])[n:19][cH:20][cH:21]3)[o:11][c:12]2[CH2:13][CH2:14][CH2:15][OH:16])[cH:6][cH:7]1.[N:44]([C:45]([N:46]1[CH2:47][CH2:48][CH2:49][CH2:50][CH2:51]1)=[O:52])=[N:53][C:54]([N:55]1[CH2:56][CH2:57][CH2:58][CH2:59][CH2:60]1)=[O:61].[O:62]1[CH2:63][CH2:64][CH2:65][CH2:66]1>>[Cl:1][c:2]1[cH:3][cH:4][c:5](-[c:8]2[n:9][c:10](-[n:17]3[c:18]([CH3:22])[n:19][cH:20][cH:21]3)[o:11][c:12]2[CH2:13][CH2:14][CH2:15][O:16][c:27]2[cH:26][cH:25][c:24]([CH3:23])[cH:30][cH:29]2)[cH:6][cH:7]1. Reactants: O=C([O-])[O-], CN(C)C=O, CS(=O)(=O)OC1CN(C(c2ccccc2)c2ccccc2)C1, [K+], [K+], Oc1ccc(-c2ccccc2)cc1. Yields the product c1ccc(-c2ccc(OC3CN(C(c4ccccc4)c4ccccc4)C3)cc2)cc1. RXN SMILES: [C:1](=[O:2])([O-:3])[O-:4].[CH3:42][N:43]([CH3:44])[CH:45]=[O:46].[CH:7]([c:8]1[cH:9][cH:10][cH:11][cH:12][cH:13]1)([c:14]1[cH:15][cH:16][cH:17][cH:18][cH:19]1)[N:20]1[CH2:21][CH:22]([O:24][S:25]([CH3:26])(=[O:27])=[O:28])[CH2:23]1.[K+:5].[K+:6].[c:29]1(-[c:35]2[cH:36][cH:37][c:38]([OH:41])[cH:39][cH:40]2)[cH:30][cH:31][cH:32][cH:33][cH:34]1>>[CH:7]([c:8]1[cH:9][cH:10][cH:11][cH:12][cH:13]1)([c:14]1[cH:15][cH:16][cH:17][cH:18][cH:19]1)[N:20]1[CH2:21][CH:22]([O:24][c:38]2[cH:37][cH:36][c:35](-[c:29]3[cH:30][cH:31][cH:32][cH:33][cH:34]3)[cH:40][cH:39]2)[CH2:23]1. Reactants: C(C1=CC=CC=C1)OC(N(C)[C@@H](C)C(NC=1C(NC(=CC1)Br)=O)=O)=O ([(S)-1-(6-Bromo-2-oxo-1,2-dihydro-pyridin-3-ylcarbamoyl)-ethyl]-methyl-carbamic acid benzyl ester), [I-].[Li+] (lithium iodide), C(C)(C)N(CC)C(C)C (diisopropylethylamine), FC1=CC=C(C=C1)C(=O)C=1C=NC=C(C1)CCl (4-fluoro-phenyl-(5-chloromethyl-pyridin-3-yl)-methanone). Run in O(C)C(C)OC (dimethoxylethane), C(C)(=O)OCC (ethyl acetate). Conditions: time 5 minute. The product is C(C1=CC=CC=C1)OC(N(C)[C@@H](C)C(NC=1C(N(C(=CC1)Br)CC=1C=NC=C(C1)C(C1=CC=C(C=C1)F)=O)=O)=O)=O (((S)-1-{6-Bromo-1-[5-(4-fluoro-benzoyl)-pyridin-3-ylmethyl]-2-oxo-1,2-dihydro-pyridin-3-ylcarbamoyl}-ethyl)-methyl-carbamic acid benzyl ester). Yield: 61.6%. Reaction SMILES: [CH2:1]([O:8][C:9](=[O:25])[N:10]([C@H:12]([C:14](=[O:24])[NH:15][C:16]1[C:17](=[O:23])[NH:18][C:19]([Br:22])=[CH:20][CH:21]=1)[CH3:13])[CH3:11])[C:2]1[CH:7]=[CH:6][CH:5]=[CH:4][CH:3]=1.[I-].[Li+].[F:28][C:29]1[CH:34]=[CH:33][C:32]([C:35]([C:37]2[CH:38]=[N:39][CH:40]=[C:41]([CH2:43]Cl)[CH:42]=2)=[O:36])=[CH:31][CH:30]=1.C(N(C(C)C)CC)(C)C>O(C(OC)C)C.C(OCC)(=O)C>[CH2:1]([O:8][C:9](=[O:25])[N:10]([C@H:12]([C:14](=[O:24])[NH:15][C:16]1[C:17](=[O:23])[N:18]([CH2:43][C:41]2[CH:40]=[N:39][CH:38]=[C:37]([C:35](=[O:36])[C:32]3[CH:33]=[CH:34][C:29]([F:28])=[CH:30][CH:31]=3)[CH:42]=2)[C:19]([Br:22])=[CH:20][CH:21]=1)[CH3:13])[CH3:11])[C:2]1[CH:7]=[CH:6][CH:5]=[CH:4][CH:3]=1 |f:1.2|. Procedure: To a solution of [(S)-1-(6-bromo-2-oxo-1,2-dihydro-pyridin-3-ylcarbamoyl)-ethyl]-methyl-carbamic acid benzyl ester (1C) (100 mg, 0.25 mmol) in dimethoxylethane (DME) (3 mL) at room temperature, is added lithium iodide (36 mg, 0.27 mmol) in one portion. After being stirred at room temperature for 5 minutes, to the reaction mixture, is added 4-fluoro-phenyl-(5-chloromethyl-pyridin-3-yl)-methanone (IF) (80 mg, 0.32 mmol) in one portion. After being stirred at room temperature for 5 minutes, to the ... The reactants are CC(=O)O, CCO, Cc1ccc(CC(C)(C)NC(=O)CCl)cc1F, NC(N)=S. Yields the product Cc1ccc(CC(C)(C)N)cc1F. Reaction SMILES: [CH3:22][C:23](=[O:24])[OH:25].[CH3:26][CH2:27][OH:28].[Cl:1][CH2:2][C:3](=[O:4])[NH:5][C:6]([CH2:7][c:8]1[cH:9][c:10]([F:15])[c:11]([CH3:14])[cH:12][cH:13]1)([CH3:16])[CH3:17].[NH2:18][C:19](=[S:20])[NH2:21]>>[NH2:5][C:6]([CH2:7][c:8]1[cH:9][c:10]([F:15])[c:11]([CH3:14])[cH:12][cH:13]1)([CH3:16])[CH3:17]. The reactants are CN(C)CCN(C)C (TMEDA), C(CCC)[Li] (n-butyl lithium), CN(C)C=O (DMF), ClC=1C=NC=CC1 (3-chloropyridine). Run in CCOCC (ether), CCOCC (ether). Reaction conditions: time 30 minute. Yields the product ClC=1C(=NC=CC1)C=O (3-chloro-pyridine-2-carboxaldehyde). Yield: 27.0%. As a reaction SMILES: CN(CCN(C)C)C.C([Li])CCC.[Cl:14][C:15]1[CH:16]=[N:17][CH:18]=[CH:19][CH:20]=1.CN([CH:24]=[O:25])C>CCOCC>[Cl:14][C:15]1[C:16]([CH:24]=[O:25])=[N:17][CH:18]=[CH:19][CH:20]=1. Reported procedure: To a solution of TMEDA (660 uL, 2.58 mmol) in ether (20 mL) at −78° C. was added a solution of n-butyl lithium in ether (2.5 M, 1.76 mL, 4.40 mmol). After 30 minutes at −78° C., 3-chloropyridine (419 uL, 4.40 mmol) was added. After another 2 hours at −78° C., DMF (375 uL, 4.84 mmol) was added. After a further 2 hours at −78° C., the reaction was quenched with saturated aqueous NaHCO3 (20 mL), extracted with ether (4×15 mL), dried (Na2SO4), filtered and concentrated in vacuo to give the crude oil...